This data is from the Open Reaction Database (ORD), a public repository of structured organic reaction records. The task is: describe an organic reaction: reactants, conditions, products, and yield Reactants: [Si](C)(C)(C)C (Me4Si), C(=C)C1=C(C=CC=C1)S(=O)(=O)N (2-Vinylbenzenesulfonamide), C(C=C)C1=C(C=CC=C1)S(=O)(=O)N (2-allylbenzenesulfonamide), CYCLIC SULFONAMIDES, IMINOIODINANES, DIRHODIUM(II), CARBOXAMIDES, C1(=CC=CC=C1)[C@H]1[C@@H](C1)C=C (TRANS-2-PHENYL-1-VINYLCYCLOPROPANE). The reagents and catalysts are [Cu] (COPPER). Run in [C].[H][H] (CARBON HYDROGEN). Product: C1(=CC=CC=C1)[C@H]1[C@@H](C1)C=C (Trans-2-phenyl-1-vinylcyclopropane), C1C(CC2=CC=CC=C12)OS(N)(=O)=O (Sulfamate indan-2-yl ester), Dirhodium(II,II). Reaction SMILES: [C:1]1([C@@H:7]2[CH2:9][C@H:8]2[CH:10]=[CH2:11])[CH:6]=[CH:5][CH:4]=[CH:3][CH:2]=1.C(C1C=CC=CC=1[S:20]([NH2:23])(=[O:22])=[O:21])=C.C(C1C=CC=CC=1S(N)(=O)=[O:34])C=C.[Si](C)(C)(C)C>[C].[H][H].[Cu]>[C:1]1([C@@H:7]2[CH2:9][C@H:8]2[CH:10]=[CH2:11])[CH:6]=[CH:5][CH:4]=[CH:3][CH:2]=1.[CH2:8]1[C:2]2[C:1](=[CH:6][CH:5]=[CH:4][CH:3]=2)[CH2:7][CH:9]1[O:21][S:20](=[O:34])(=[O:22])[NH2:23] |f:4.5|. Procedure details: NBS was recrystallized from water according to the guidelines of Armarego and Chai (Armarego, W. L. F. and Chai, C. L. L. (2003) In: Purification of Laboratory Chemicals; 5th ed., Elsevier Science: New York. p-TsNH2 and K2CO3 (anhydrous, granular) were used as received. Olefins (except Entries 10 and 11, Table 1) were filtered over a plug of alumina and distilled prior to use. Trans-2-phenyl-1-vinylcyclopropane 9 was prepared according the procedure of Fu, et al. (1991) (“MECHANISTIC STUDY OF A ... The reactants are ClC1=CC=C(C=C1)N1C(=C(C(C=C1C)=O)C(=O)OC)C (N-(4-chlorophenyl)-3-carbomethoxy-2,6-dimethylpyrid-4-one). Run in [OH-].[Na+] (sodium hydroxide). Run at time 24 hour. Yields the product ClC1=CC=C(C=C1)N1C(=C(C(C=C1C)=O)C(=O)O)C (N-(4-chlorophenyl)-3-carboxy-2,6-dimethylpyrid-4-one). Yield: 93.2%. As a reaction SMILES: [Cl:1][C:2]1[CH:7]=[CH:6][C:5]([N:8]2[C:13]([CH3:14])=[CH:12][C:11](=[O:15])[C:10]([C:16]([O:18]C)=[O:17])=[C:9]2[CH3:20])=[CH:4][CH:3]=1>[OH-].[Na+]>[Cl:1][C:2]1[CH:3]=[CH:4][C:5]([N:8]2[C:13]([CH3:14])=[CH:12][C:11](=[O:15])[C:10]([C:16]([OH:18])=[O:17])=[C:9]2[CH3:20])=[CH:6][CH:7]=1 |f:1.2|. Reported procedure: 16 g of N-(4-chlorophenyl)-3-carbomethoxy-2,6-dimethylpyrid-4-one is suspended in 450 g of 5% aqueous sodium hydroxide and stirred at room temperature for 24 hours. Acidification yields 14.2 g of N-(4-chlorophenyl)-3-carboxy-2,6-dimethylpyrid-4-one (m.p. 260°-61.5° decomp.) which is converted to its sodium salt (m.p. >310°) by neutralization with sodium hydroxide. Starting materials: CCOC(C)=O, Cn1c(=O)c(-c2c(Cl)ccc(NC(=O)c3cccc(C(F)(F)F)c3)c2Cl)cc2cnc(S(C)(=O)=O)nc21, CC(O)c1cccc(N)c1. Yields the product CC(O)c1cccc(Nc2ncc3cc(-c4c(Cl)ccc(NC(=O)c5cccc(C(F)(F)F)c5)c4Cl)c(=O)n(C)c3n2)c1. As a reaction SMILES: [CH3:48][CH2:49][O:50][C:51]([CH3:52])=[O:53].[Cl:1][c:2]1[c:3]([NH:25][C:26]([c:27]2[cH:28][c:29]([C:33]([F:34])([F:35])[F:36])[cH:30][cH:31][cH:32]2)=[O:37])[cH:4][cH:5][c:6]([Cl:24])[c:7]1-[c:8]1[cH:9][c:10]2[c:11]([n:12][c:13]([S:16]([CH3:17])(=[O:18])=[O:19])[n:14][cH:15]2)[n:20]([CH3:23])[c:21]1=[O:22].[OH:38][CH:39]([CH3:40])[c:41]1[cH:42][c:43]([NH2:44])[cH:45][cH:46][cH:47]1>>[Cl:1][c:2]1[c:3]([NH:25][C:26]([c:27]2[cH:28][c:29]([C:33]([F:34])([F:35])[F:36])[cH:30][cH:31][cH:32]2)=[O:37])[cH:4][cH:5][c:6]([Cl:24])[c:7]1-[c:8]1[cH:9][c:10]2[c:11]([n:12][c:13]([NH:44][c:43]3[cH:42][c:41]([CH:39]([OH:38])[CH3:40])[cH:47][cH:46][cH:45]3)[n:14][cH:15]2)[n:20]([CH3:23])[c:21]1=[O:22]. Reactants: 25, NC1=C(C(=O)OCC)C=C(C=C1Cl)Cl (ethyl 2-amino-3,5-dichlorobenzoate), C(OCC)(=O)Cl (ethyl carbonochloridate). Solvent: CC1=C(C=CC=C1)C (dimethylbenzene). Reaction conditions: time 8 hour. The product is 30, ClC=1C(=C(C(=O)OCC)C=C(C1)Cl)NC(=O)OCC (ethyl 3,5-dichloro-2-(ethoxycarbonylamino)benzoate). RXN SMILES: [NH2:1][C:2]1[C:12]([Cl:13])=[CH:11][C:10]([Cl:14])=[CH:9][C:3]=1[C:4]([O:6][CH2:7][CH3:8])=[O:5].[C:15](Cl)(=[O:19])[O:16][CH2:17][CH3:18]>CC1C=CC=CC=1C>[Cl:13][C:12]1[C:2]([NH:1][C:15]([O:16][CH2:17][CH3:18])=[O:19])=[C:3]([CH:9]=[C:10]([Cl:14])[CH:11]=1)[C:4]([O:6][CH2:7][CH3:8])=[O:5]. Procedure: To a stirred mixture of 25 parts of ethyl 2-amino-3,5-dichlorobenzoate and 180 parts of dimethylbenzene are added dropwise 30 parts of ethyl carbonochloridate. Upon completion, stirring is continued for 8 hours at reflux temperature. The reaction mixture is evaporated and the residue is crystallized from petroleumether. The product is filtered off and dried, yielding 30 parts of ethyl 3,5-dichloro-2-(ethoxycarbonylamino)benzoate. The reactants are CCCCCCCCCBr, Cc1ccc(N)cc1, O. The product is CCCCCCCCCNc1ccc(C)cc1. RXN SMILES: [CH2:9]([CH2:10][CH2:11][CH2:12][CH2:13][CH2:14][CH2:15][CH2:16][CH3:17])[Br:18].[CH3:1][c:2]1[cH:3][cH:4][c:5]([NH2:6])[cH:7][cH:8]1.[OH2:19]>>[CH3:1][c:2]1[cH:3][cH:4][c:5]([NH:6][CH2:9][CH2:10][CH2:11][CH2:12][CH2:13][CH2:14][CH2:15][CH2:16][CH3:17])[cH:7][cH:8]1. Reactants: C(C1=CC=CC=C1)OC1=CC=C2C(=C(C=NC2=C1)[N+](=O)[O-])NCC(C)(O)C (1-[(7-benzyloxy-3-nitroquinolin-4-yl)amino]-2-methylpropan-2-ol), ClCCl (dichloromethane). The reagents and catalysts are [Pt] (platinum on carbon). Run in CO (methanol). Reaction conditions: temperature 40 celsius, time 2 hour. Product: NC=1C=NC2=CC(=CC=C2C1NCC(C)(O)C)OCC1=CC=CC=C1 (1-{[3-amino-7-(benzyloxy)quinolin-4-yl]amino}-2-methylpropan-2-ol). Yield: 88.6%. RXN SMILES: [CH2:1]([O:8][C:9]1[CH:18]=[C:17]2[C:12]([C:13]([NH:22][CH2:23][C:24]([CH3:27])([OH:26])[CH3:25])=[C:14]([N+:19]([O-])=O)[CH:15]=[N:16]2)=[CH:11][CH:10]=1)[C:2]1[CH:7]=[CH:6][CH:5]=[CH:4][CH:3]=1.ClCCl>CO.[Pt]>[NH2:19][C:14]1[CH:15]=[N:16][C:17]2[C:12]([C:13]=1[NH:22][CH2:23][C:24]([CH3:27])([OH:26])[CH3:25])=[CH:11][CH:10]=[C:9]([O:8][CH2:1][C:2]1[CH:7]=[CH:6][CH:5]=[CH:4][CH:3]=1)[CH:18]=2. Procedure details: A solution of 1-[(7-benzyloxy-3-nitroquinolin-4-yl)amino]-2-methylpropan-2-ol (245.0 g, 0.667 mol) in methanol (3 L) was added to a pressure vessel containing 5% platinum on carbon (7.35 g). The vessel was placed under hydrogen pressure (30 psi, 2.1×105 Pa) at 55° C. for five hours. The reaction was allowed to cool to 40° C., and dichloromethane (2.5 L) was added. The reaction mixture was then filtered through CLARCEL filter aid at 30-40° C., and the filter cake was washed with methanol. The fil... The reactants are C([O-])([O-])=O.[K+].[K+] (Potassium carbonate), N1C(=O)NC(=O)C(C)=C1 (thymine), BrCCCCB(O)O (4-bromobutyl boronic acid). The solvent is CN(C=O)C (dimethylformamide), CN(C=O)C (dimethylformamide). Reaction conditions: time 30 minute. Product: OB(CCCCN1C(=O)NC(=O)C(C)=C1)O (1-(4-Dihydroxyborylbutyl)thymine). Isolated yield 44.2%. Reaction SMILES: C(=O)([O-])[O-].[K+].[K+].[NH:7]1[CH:15]=[C:13]([CH3:14])[C:11](=[O:12])[NH:10][C:8]1=[O:9].Br[CH2:17][CH2:18][CH2:19][CH2:20][B:21]([OH:23])[OH:22]>CN(C)C=O>[OH:22][B:21]([OH:23])[CH2:20][CH2:19][CH2:18][CH2:17][N:7]1[CH:15]=[C:13]([CH3:14])[C:11](=[O:12])[NH:10][C:8]1=[O:9] |f:0.1.2|. Procedure: Potassium carbonate (0.6 g, 4.4 mmol) was added to a solution of thymine (0.56 g, 4.4 mmol) in dimethylformamide (15 mL) and stirred for 30 minutes. To this reaction mixture, 4-bromobutyl boronic acid (0.4 g, 2.2 mmol) dissolved in dimethylformamide (5 mL) was added dropwise, and stirring was continued 2 days at room temperature. After the potassium carbonate was filtered, the dimethylformamide was evaporated under high vacuum. The residue was purified on a silica gel column eluting with a disco... Reactants: COC(=O)C1CC(O)C(=O)C2C1(C)CCC1C(=O)OC(c3ccoc3)CC12C, BrC(Br)Br, ClCCl, c1ccc(P(c2ccccc2)c2ccccc2)cc1. Yields the product COC(=O)C1CC(Br)C(=O)C2C1(C)CCC1C(=O)OC(c3ccoc3)CC12C. RXN SMILES: [CH3:1][O:2][C:3](=[O:4])[CH:5]1[C:6]2([CH3:28])[CH2:7][CH2:8][CH:9]3[C:10](=[O:27])[O:11][CH:12]([c:22]4[cH:23][o:24][cH:25][cH:26]4)[CH2:13][C:14]3([CH3:21])[CH:15]2[C:16](=[O:20])[CH:17]([OH:19])[CH2:18]1.[CH:48]([Br:49])([Br:50])[Br:51].[Cl:52][CH2:53][Cl:54].[c:29]1([P:30]([c:31]2[cH:32][cH:33][cH:34][cH:35][cH:36]2)[c:37]2[cH:38][cH:39][cH:40][cH:41][cH:42]2)[cH:43][cH:44][cH:45][cH:46][cH:47]1>>[CH3:1][O:2][C:3](=[O:4])[CH:5]1[C:6]2([CH3:28])[CH2:7][CH2:8][CH:9]3[C:10](=[O:27])[O:11][CH:12]([c:22]4[cH:23][o:24][cH:25][cH:26]4)[CH2:13][C:14]3([CH3:21])[CH:15]2[C:16](=[O:20])[CH:17]([Br:49])[CH2:18]1. The reactants are Cl.Cl.N1(CCCC1)CCN1C(CNCC1)=O (1-(2-pyrrolidin-1-yl-ethyl)-piperazin-2-one-dihydrochloride), Cl.Cl.N1(CCCC1)CCN1C(CNCC1)=O (1-(2-pyrrolidin-1-yl-ethyl)-piperazin-2-one-dihydrochloride), ClC=1C=C(C=CC1Cl)N=C=O (3,4-dichlorophenyl isocyanate). The product is ClC=1C=C(C=CC1Cl)NC(=O)N1CC(N(CC1)CCN1CCCC1)=O (3-Oxo-4-(2-pyrrolidin-1-yl-ethyl)-piperazine-1-carboxylic acid (3,4-dichloro-phenyl)-amide). The yield is 72.0%. RXN SMILES: Cl.Cl.[N:3]1([CH2:8][CH2:9][N:10]2[CH2:15][CH2:14][NH:13][CH2:12][C:11]2=[O:16])[CH2:7][CH2:6][CH2:5][CH2:4]1.[Cl:17][C:18]1[CH:19]=[C:20]([N:25]=[C:26]=[O:27])[CH:21]=[CH:22][C:23]=1[Cl:24]>>[Cl:17][C:18]1[CH:19]=[C:20]([NH:25][C:26]([N:13]2[CH2:14][CH2:15][N:10]([CH2:9][CH2:8][N:3]3[CH2:7][CH2:6][CH2:5][CH2:4]3)[C:11](=[O:16])[CH2:12]2)=[O:27])[CH:21]=[CH:22][C:23]=1[Cl:24] |f:0.1.2|. Reported procedure: In analogy to the procedure described in Example 1, 1-(2-pyrrolidin-1-yl-ethyl)-piperazin-2-one-dihydrochloride (intermediate 12) and 3,4-dichlorophenyl isocyanate gave the title compound in 72% yield as an off-white powder. MS: 385.5 (MH+, 2Cl). Reactants: NC1=C(C=C(C(=O)O)C=C1)[N+](=O)[O-] (4-amino-3-nitrobenzoic acid), ON1N=NC2=C1C=CC=C2 (1-hydroxybenzotriazole), C1(CCCCC1)N=C=NC1CCCCC1 (dicyclohexylcarbodiimide), N1CCOCC1 (morpholine). Solvent: CN(C=O)C (N,N-dimethylformamide). Run at time 2 hour. Product: NC1=C(C=C(C(=O)N2CCOCC2)C=C1)[N+](=O)[O-] (4-amino-3-nitrobenzoic acid morpholide). RXN SMILES: [NH2:1][C:2]1[CH:10]=[CH:9][C:5]([C:6]([OH:8])=O)=[CH:4][C:3]=1[N+:11]([O-:13])=[O:12].ON1C2C=CC=CC=2N=N1.C1(N=C=NC2CCCCC2)CCCCC1.[NH:39]1[CH2:44][CH2:43][O:42][CH2:41][CH2:40]1>CN(C)C=O>[NH2:1][C:2]1[CH:10]=[CH:9][C:5]([C:6]([N:39]2[CH2:44][CH2:43][O:42][CH2:41][CH2:40]2)=[O:8])=[CH:4][C:3]=1[N+:11]([O-:13])=[O:12]. Procedure details: A mixture of 4-amino-3-nitrobenzoic acid (7.40 g), 1-hydroxybenzotriazole (6.59 g), dicyclohexylcarbodiimide (10.90 g), dry N,N-dimethylformamide (74 ml), and morpholine (4.3 ml) was stirred at room temperature for 2 hours. The insolubles were filtered out, and washed with N,N-dimethylformamide. The filtrate and the washing were combined, and concentrated to obtain a yellowish brown solid (16.01 g).